This data is from the Open Reaction Database (ORD), a public repository of structured organic reaction records. The task is: describe an organic reaction: reactants, conditions, products, and yield Procedure details: 5 g (17.5 mmol) of tert-butyl 1,2,2,2-tetrachloroethyl carbonate dissolved in 10 ml of THF are added at 0° C. to a solution of imidazole (1.2 g; 17.6 mmol) in THF (20 ml) in the presence of 5M aqueous potassium carbonate solution (5 ml). The mixture is stirred for 1 hour at 20° C., and the organic phase is decanted and washed with 10 ml of saturated aqueous NaCl solution. Yields the product C(C)(C)(C)OC(=O)C=1NC=CN1 (tert-butyloxycarbonylimidazole). Conditions: temperature 20 celsius, time 1 hour. The reactants are N1C=NC=C1 (imidazole), C([O-])([O-])=O.[K+].[K+] (potassium carbonate), C(OC(C)(C)C)(OC(C(Cl)(Cl)Cl)Cl)=O (tert-butyl 1,2,2,2-tetrachloroethyl carbonate). The solvent is C1CCOC1 (THF), C1CCOC1 (THF). As a reaction SMILES: [C:1](=[O:14])(OC(Cl)C(Cl)(Cl)Cl)[O:2][C:3]([CH3:6])([CH3:5])[CH3:4].[NH:15]1[CH:19]=[CH:18][N:17]=[CH:16]1.C(=O)([O-])[O-].[K+].[K+]>C1COCC1>[C:3]([O:2][C:1]([C:16]1[NH:15][CH:19]=[CH:18][N:17]=1)=[O:14])([CH3:4])([CH3:5])[CH3:6] |f:2.3.4|. The solvent is O1CCCC1 (tetrahydrofuran), C(C)(=O)OCC (ethyl acetate). Procedure: A reaction mixture containing 2-[(3-nitrophenyl)methylene]-3-oxobutanoic acid, ethyl ester (2.62 g, 10.0 mmole), 2-methylpseudourea sulfate (1.72 g, 10.0 mmole), and sodium acetate (1.8 g, 22.0 mmole) in tetrahydrofuran (10 ml) is heated under reflux for 4 hours. The reaction mixture is allowed to cool to room temperature, diluted with ethyl acetate, and filtered. The filtrate is washed with sodium bicarbonate and brine, and then dried over anhydrous magnesium sulfate. Evaporation of the solvent... Reaction SMILES: [N+:1]([C:4]1[CH:5]=[C:6]([CH:10]=[C:11]([C:17](=O)[CH3:18])[C:12]([O:14][CH2:15][CH3:16])=[O:13])[CH:7]=[CH:8][CH:9]=1)([O-:3])=[O:2].S(O)(O)(=O)=O.[CH3:25][O:26][C:27](=[NH:29])[NH2:28].C([O-])(=O)C.[Na+]>O1CCCC1.C(OCC)(=O)C>[CH3:25][O:26][C:27]1[NH:29][C:17]([CH3:18])=[C:11]([C:12]([O:14][CH2:15][CH3:16])=[O:13])[CH:10]([C:6]2[CH:7]=[CH:8][CH:9]=[C:4]([N+:1]([O-:3])=[O:2])[CH:5]=2)[N:28]=1 |f:1.2,3.4|. The reactants are [N+](=O)([O-])C=1C=C(C=CC1)C=C(C(=O)OCC)C(C)=O (2-[(3-nitrophenyl)methylene]-3-oxobutanoic acid, ethyl ester), S(=O)(=O)(O)O.COC(N)=N (2-methylpseudourea sulfate), C(C)(=O)[O-].[Na+] (sodium acetate). Yield: 47.9%. The product is COC=1NC(=C(C(N1)C1=CC(=CC=C1)[N+](=O)[O-])C(=O)OCC)C (1,4-dihydro-2-methoxy-6-methyl-4-(3-nitrophenyl)-5-pyrimidinecarboxylic acid, ethyl ester).